From a dataset of the Open Reaction Database (ORD), a public repository of structured organic reaction records. describe an organic reaction: reactants, conditions, products, and yield Reactants: Brc1ccc(-n2cccn2)s1, [Cu]I, O=C1NCC2(CN3CCC2CC3)O1. The product is O=C1OC2(CN3CCC2CC3)CN1c1ccc(-n2cccn2)s1. Reaction SMILES: [Br:14][c:15]1[s:16][c:17](-[n:20]2[n:21][cH:22][cH:23][cH:24]2)[cH:18][cH:19]1.[Cu:25][I:26].[O:1]1[C:2](=[O:13])[NH:3][CH2:4][C:5]12[CH2:6][N:7]1[CH2:8][CH2:9][CH:10]2[CH2:11][CH2:12]1>>[O:1]1[C:2](=[O:13])[N:3]([c:15]2[s:16][c:17](-[n:20]3[n:21][cH:22][cH:23][cH:24]3)[cH:18][cH:19]2)[CH2:4][C:5]12[CH2:6][N:7]1[CH2:8][CH2:9][CH:10]2[CH2:11][CH2:12]1. Starting materials: CC(=O)OC(C)=O, CC12CCC3C(CCC4=CC(=O)CCC43CO)C1CCC2=O, c1ccncc1. The product is CC(=O)OCC12CCC(=O)C=C1CCC1C3CCC(=O)C3(C)CCC12. RXN SMILES: [CH3:23][C:24](=[O:25])[O:26][C:27](=[O:28])[CH3:29].[OH:1][CH2:2][C:3]12[CH2:4][CH2:5][C:6](=[O:22])[CH:7]=[C:8]1[CH2:9][CH2:10][CH:11]1[CH:12]3[CH2:13][CH2:14][C:15](=[O:21])[C:16]3([CH3:17])[CH2:18][CH2:19][CH:20]21.[cH:30]1[cH:31][cH:32][n:33][cH:34][cH:35]1>>[O:1]([CH2:2][C:3]12[CH2:4][CH2:5][C:6](=[O:22])[CH:7]=[C:8]1[CH2:9][CH2:10][CH:11]1[CH:12]3[CH2:13][CH2:14][C:15](=[O:21])[C:16]3([CH3:17])[CH2:18][CH2:19][CH:20]21)[C:24]([CH3:23])=[O:25]. Starting materials: CC(=O)C (acetone), ClCC1=NN=C2N1N=C(C=C2)C2=CC(=CC=C2)C(F)(F)F (3-(chloromethyl)-6-[3-(trifluoromethyl)phenyl]-1,2,4-triazolo[4,3-b]pyridazine). Reagents/catalysts: [N+](=O)([O-])[O-].[Ag+] (silver nitrate). The solvent is O (water). Yields the product OCC1=NN=C2N1N=C(C=C2)C2=CC(=CC=C2)C(F)(F)F (3-(Hydroxymethyl)-6-[3-(trifluoromethyl)-phenyl]-1,2,4-triazolo[4,3-b]pyridazine). RXN SMILES: Cl[CH2:2][C:3]1[N:7]2[N:8]=[C:9]([C:12]3[CH:17]=[CH:16][CH:15]=[C:14]([C:18]([F:21])([F:20])[F:19])[CH:13]=3)[CH:10]=[CH:11][C:6]2=[N:5][N:4]=1.CC(C)=[O:24]>O.[N+]([O-])([O-])=O.[Ag+]>[OH:24][CH2:2][C:3]1[N:7]2[N:8]=[C:9]([C:12]3[CH:17]=[CH:16][CH:15]=[C:14]([C:18]([F:21])([F:20])[F:19])[CH:13]=3)[CH:10]=[CH:11][C:6]2=[N:5][N:4]=1 |f:3.4|. Reported procedure: A 1.0 g. sample of 3-(chloromethyl)-6-[3-(trifluoromethyl)phenyl]-1,2,4-triazolo[4,3-b]pyridazine is heated (50°-60° C.) in a mixture of acetone and water in the presence of silver nitrate. The mixture is filtered and the filtrate concentrated to give the product of the Example. Reactants: ClC=1C=NC(=NC1)N1CCC(CC1)[C@@H]1[C@@H](C1)CCOC1=CC=C(C=C1)CC(=O)OC (Methyl [4-(2-{(1S,2R)-2-[1-(5-chloropyrimidin-2-yl)piperidin-4-yl]cyclopropyl}ethoxy)phenyl]acetate), CO (methanol), Cl (hydrochloric acid), [OH-].[Li+] (Lithium hydroxide). Solvent: C1CCOC1 (THF), O (water). Run at time 8 hour. The product is ClC=1C=NC(=NC1)N1CCC(CC1)[C@@H]1[C@@H](C1)CCOC1=CC=C(C=C1)CC(=O)O ([4-(2-{(1S,2R)-2-[1-(5-chloropyrimidin-2-yl)piperidin-4-yl]cyclopropyl}ethoxy)phenyl]acetic acid). RXN SMILES: [Cl:1][C:2]1[CH:3]=[N:4][C:5]([N:8]2[CH2:13][CH2:12][CH:11]([C@H:14]3[CH2:16][C@H:15]3[CH2:17][CH2:18][O:19][C:20]3[CH:25]=[CH:24][C:23]([CH2:26][C:27]([O:29]C)=[O:28])=[CH:22][CH:21]=3)[CH2:10][CH2:9]2)=[N:6][CH:7]=1.CO.[OH-].[Li+].Cl>C1COCC1.O>[Cl:1][C:2]1[CH:3]=[N:4][C:5]([N:8]2[CH2:9][CH2:10][CH:11]([C@H:14]3[CH2:16][C@H:15]3[CH2:17][CH2:18][O:19][C:20]3[CH:21]=[CH:22][C:23]([CH2:26][C:27]([OH:29])=[O:28])=[CH:24][CH:25]=3)[CH2:12][CH2:13]2)=[N:6][CH:7]=1 |f:2.3|. Procedure details: Methyl [4-(2-{(1S,2R)-2-[1-(5-chloropyrimidin-2-yl)piperidin-4-yl]cyclopropyl}ethoxy)phenyl]acetate (20 mg, 0.047 mmol) in 3 ml THF was added 1 ml methanol and 1 ml water. Lithium hydroxide (5.6 mg, 0.23 mmol) was added to the mixture, and the mixture was stirred at RT overnight. 1 M hydrochloric acid was added to adjust the pH to 4. The volatiles were removed under vacuum, and the remaining aqueous layer was extracted with dichloromethane (3×10 ml). The organics were combined, dried over magnes... Reactants: ClC(Cl)Cl, C1CCOC1, O=C1CSc2ccc(CO)cc2N1. Product: O=Cc1ccc2c(c1)NC(=O)CS2. As a reaction SMILES: [CH:14]([Cl:15])([Cl:16])[Cl:17].[O:18]1[CH2:19][CH2:20][CH2:21][CH2:22]1.[OH:1][CH2:2][c:3]1[cH:4][cH:5][c:6]2[c:7]([cH:13]1)[NH:8][C:9](=[O:12])[CH2:10][S:11]2>>[O:1]=[CH:2][c:3]1[cH:4][cH:5][c:6]2[c:7]([cH:13]1)[NH:8][C:9](=[O:12])[CH2:10][S:11]2.